This data is from the Open Reaction Database (ORD), a public repository of structured organic reaction records. The task is: describe an organic reaction: reactants, conditions, products, and yield Reported procedure: 45 g of 4-aminomethylpiperidine are placed 500 ml of anhydrous toluene in the presence of 55 g of potassium carbonate and of 50 g of 2-chlorobenzimidazole. The mixture is subjected to reflux overnight. Aver evaporation and crystallization of the oily residue, the expected product is obtained after washing with dichloromethane. Yields the product N1=C(NC2=C1C=CC=C2)N2CCC(CC2)CN (1-(BENZIMIDAZOL-2-YL)-4-AMINOMETHYLPIPERIDINE). Solvent: C1(=CC=CC=C1)C (toluene). RXN SMILES: [NH2:1][CH2:2][CH:3]1[CH2:8][CH2:7][NH:6][CH2:5][CH2:4]1.C(=O)([O-])[O-].[K+].[K+].Cl[C:16]1[NH:17][C:18]2[CH:24]=[CH:23][CH:22]=[CH:21][C:19]=2[N:20]=1>C1(C)C=CC=CC=1>[N:17]1[C:18]2[CH:24]=[CH:23][CH:22]=[CH:21][C:19]=2[NH:20][C:16]=1[N:6]1[CH2:7][CH2:8][CH:3]([CH2:2][NH2:1])[CH2:4][CH2:5]1 |f:1.2.3|. Reactants: NCC1CCNCC1 (4-aminomethylpiperidine), C([O-])([O-])=O.[K+].[K+] (potassium carbonate), ClC=1NC2=C(N1)C=CC=C2 (2-chlorobenzimidazole).